This data is from the Open Reaction Database (ORD), a public repository of structured organic reaction records. The task is: describe an organic reaction: reactants, conditions, products, and yield Starting materials: CC(C)(C)[Si](C)(C)OCCn1ccc(N)n1, ClCCl, CN(C)C=O, COc1cc(C(CC2CCCC2)C(=O)O)ccc1S(C)(=O)=O, O=C(Cl)C(=O)Cl, Cc1cccc(C)n1. The product is COc1cc(C(CC2CCCC2)C(=O)Nc2ccn(CCO[Si](C)(C)C(C)(C)C)n2)ccc1S(C)(=O)=O. RXN SMILES: [C:37]([CH3:38])([CH3:39])([CH3:40])[Si:41]([O:42][CH2:43][CH2:44][n:45]1[n:46][c:47]([NH2:50])[cH:48][cH:49]1)([CH3:51])[CH3:52].[CH2:53]([Cl:54])[Cl:55].[CH3:56][N:57]([CH3:58])[CH:59]=[O:60].[CH:1]1([CH2:6][CH:7]([C:8](=[O:9])[OH:10])[c:11]2[cH:12][c:13]([O:21][CH3:22])[c:14]([S:17](=[O:18])(=[O:19])[CH3:20])[cH:15][cH:16]2)[CH2:2][CH2:3][CH2:4][CH2:5]1.[Cl:23][C:24]([C:25]([Cl:26])=[O:27])=[O:28].[n:29]1[c:30]([CH3:31])[cH:32][cH:33][cH:34][c:35]1[CH3:36]>>[CH:1]1([CH2:6][CH:7]([C:8](=[O:9])[NH:50][c:47]2[n:46][n:45]([CH2:44][CH2:43][O:42][Si:41]([C:37]([CH3:38])([CH3:39])[CH3:40])([CH3:51])[CH3:52])[cH:49][cH:48]2)[c:11]2[cH:12][c:13]([O:21][CH3:22])[c:14]([S:17](=[O:18])(=[O:19])[CH3:20])[cH:15][cH:16]2)[CH2:2][CH2:3][CH2:4][CH2:5]1. Starting materials: CC=1N=COC1 (4-methyl-oxazole), C(C)OC(N(CC=1C=NC(=CC1)C(F)(F)F)C1=C(C(=NC(=C1)Br)N)[N+](=O)[O-])=O ((2-amino-6-bromo-3-nitro-pyridin-4-yl)-(6-trifluoromethyl-pyridin-3-ylmethyl)-carbamic acid ethyl ester). Reagents/catalysts: [Cl-].[Cl-].C1(=CC=CC=C1)P(C1=CC=CC=C1)C1=CC=CC=C1.C1(=CC=CC=C1)P(C1=CC=CC=C1)C1=CC=CC=C1.[Pd+2] (palladium bis(triphenylphosphine)dichloride). Yields the product C(C)OC(N(CC=1C=NC(=CC1)C(F)(F)F)C1=C(C(=NC(=C1)C=1OC=C(N1)C)N)[N+](=O)[O-])=O ([2-Amino-6-(4-methyl-oxazol-2-yl)-3-nitro-pyridin-4-yl]-(6-trifluoromethyl-pyridin-3-ylmethyl)-carbamic acid ethyl ester), product. Reaction SMILES: [CH3:1][C:2]1[N:3]=[CH:4][O:5][CH:6]=1.[CH2:7]([O:9][C:10](=[O:34])[N:11]([C:23]1[CH:28]=[C:27](Br)[N:26]=[C:25]([NH2:30])[C:24]=1[N+:31]([O-:33])=[O:32])[CH2:12][C:13]1[CH:14]=[N:15][C:16]([C:19]([F:22])([F:21])[F:20])=[CH:17][CH:18]=1)[CH3:8]>[Cl-].[Cl-].C1(P(C2C=CC=CC=2)C2C=CC=CC=2)C=CC=CC=1.C1(P(C2C=CC=CC=2)C2C=CC=CC=2)C=CC=CC=1.[Pd+2]>[CH2:7]([O:9][C:10](=[O:34])[N:11]([C:23]1[CH:28]=[C:27]([C:4]2[O:5][CH:6]=[C:2]([CH3:1])[N:3]=2)[N:26]=[C:25]([NH2:30])[C:24]=1[N+:31]([O-:33])=[O:32])[CH2:12][C:13]1[CH:14]=[N:15][C:16]([C:19]([F:22])([F:20])[F:21])=[CH:17][CH:18]=1)[CH3:8] |f:2.3.4.5.6|. Reported procedure: The title compound was prepared following the example in preparation 70, using 4-methyl-oxazole (36 mg), (2-amino-6-bromo-3-nitro-pyridin-4-yl)-(6-trifluoromethyl-pyridin-3-ylmethyl)-carbamic acid ethyl ester (100 mg) and palladium bis(triphenylphosphine)dichloride (30 mg), giving the product (44 mg) as a yellow solid. Starting materials: C(C)(C)(C)OC(=O)N[C@@H](CC1=CC=CC=C1)C(=O)O (N-tert-butyloxycarbonyl-(L)-phenylalanine), C1(=CC=C(C=C1)S(=O)(=O)O)C (para-toluene-sulfonic acid). Yields the product C(C1=CC=CC=C1)[C@@H]1N(COC1=O)C(=O)OC(C)(C)C ((4S)-4-Benzyl-N-tert-butyloxycarbonyl-1,3-oxazolidin-5-one). As a reaction SMILES: [C:1]([O:5][C:6]([NH:8][C@H:9]([C:17]([OH:19])=[O:18])[CH2:10][C:11]1[CH:16]=[CH:15][CH:14]=[CH:13][CH:12]=1)=[O:7])([CH3:4])([CH3:3])[CH3:2].[C:20]1(C)C=CC(S(O)(=O)=O)=CC=1>>[CH2:10]([C@H:9]1[C:17](=[O:19])[O:18][CH2:20][N:8]1[C:6]([O:5][C:1]([CH3:4])([CH3:2])[CH3:3])=[O:7])[C:11]1[CH:16]=[CH:15][CH:14]=[CH:13][CH:12]=1. Procedure: (4S)-4-Benzyl-N-tert-butyloxycarbonyl-1,3-oxazolidin-5-one (1) was prepared from N-tert-butyloxycarbonyl-(L)-phenylalanine (2.65 g, 10.0 mM) and para-toluene-sulfonic acid (30 mg) following general procedure A and obtained as a white solid after crystallisation from diethyl ether (1.49 g, 54%): [α]D20 +23.5 (c 1.0, CHCl3); mp 84-86° C.; IR (KBr): 1795, 1705 cm-1 ; 1H NMR (500 MHz, d8 -toluene, 90° C.): δ 6.97-7.08 (m, 5H), 4.75 (d, J=4 Hz, 1H), 4.03-4.05 (m, 2H), 3.17 (dd, J=4, 14 Hz, 1H), 2.92 ...